From a dataset of the Open Reaction Database (ORD), a public repository of structured organic reaction records. describe an organic reaction: reactants, conditions, products, and yield Reactants: [Li]CCCC (n-BuLi), C(C)(C)NC(C)C (diisopropylamine), C(CCC)(=O)N1C(O[C@@H]([C@@H]1C)C1=CC=CC=C1)=O ((4S,5R)-3-butyryl-4-methyl-5-phenyloxazolidin-2-one), C[C@@H]1NC(O[C@@H]1C1=CC=CC=C1)=O ((4S,5R)-4-methyl-5-phenyloxazolidin-2-one), BrCC1=C(C=C(C=C1)OC)C=C (1-bromomethyl-4-methoxy-2-vinylbenzene). Run in C1CCOC1 (THF), C1CCOC1 (THF), C1CCOC1 (THF). Reaction conditions: temperature -78 celsius, time 10 minute. Product: COC1=CC(=C(C[C@H](C(=O)N2C(O[C@@H]([C@@H]2C)C2=CC=CC=C2)=O)CC)C=C1)C=C ((4S,5R)-3-[(R)-2-(4-Methoxy-2-vinylbenzyl)-butyryl]-4-methyl-5-phenyloxazolidin-2-one). RXN SMILES: [Li]CCCC.C(NC(C)C)(C)C.[C:13]([N:18]1[C@@H:22]([CH3:23])[C@@H:21]([C:24]2[CH:29]=[CH:28][CH:27]=[CH:26][CH:25]=2)[O:20][C:19]1=[O:30])(=[O:17])[CH2:14][CH2:15][CH3:16].C[C@H]1[C@@H](C2C=CC=CC=2)OC(=O)N1.Br[CH2:45][C:46]1[CH:51]=[CH:50][C:49]([O:52][CH3:53])=[CH:48][C:47]=1[CH:54]=[CH2:55]>C1COCC1>[CH3:53][O:52][C:49]1[CH:50]=[CH:51][C:46]([CH2:45][C@@H:14]([CH2:15][CH3:16])[C:13]([N:18]2[C@@H:22]([CH3:23])[C@@H:21]([C:24]3[CH:25]=[CH:26][CH:27]=[CH:28][CH:29]=3)[O:20][C:19]2=[O:30])=[O:17])=[C:47]([CH:54]=[CH2:55])[CH:48]=1. Procedure: n-BuLi (21.3 mL, 53.3 mmol, 2.5 M in hexane) is added to a solution of diisopropylamine (8.2 mL, 58.1 mmol) in THF (150 mL) at −78° C. and the mixture is stirred at −78° C. for 10 min. A solution of (4S,5R)-3-butyryl-4-methyl-5-phenyloxazolidin-2-one (11.99 g, 48.5 mmol, prepared from (4S,5R)-4-methyl-5-phenyloxazolidin-2-one based on the procedure described in Tetrahedron Letters, 1986, 27, page 3311-3314) in THF (50 mL) is added. The mixture is stirred at −78° C. for 30 min. Finally, a solutio... Reactants: NC=1SC=C(N1)C(C(=O)OC)=NOC (methyl 2-(2-aminothiazol-4-yl)-2-methoxyiminoacetate), ClCC(=O)Cl (chloroacetyl chloride), O (water). Solvent: CN(C(C)=O)C (N,N-dimethylacetamide). Reaction conditions: time 30 minute. Yields the product ClCC(=O)NC=1SC=C(N1)C(C(=O)OC)=NOC (methyl 2-(2-chloroacetamidothiazol-4-yl)-2-methoxyiminoacetate). The yield is 85.8%. RXN SMILES: [NH2:1][C:2]1[S:3][CH:4]=[C:5]([C:7](=[N:12][O:13][CH3:14])[C:8]([O:10][CH3:11])=[O:9])[N:6]=1.[Cl:15][CH2:16][C:17](Cl)=[O:18].O>CN(C)C(=O)C>[Cl:15][CH2:16][C:17]([NH:1][C:2]1[S:3][CH:4]=[C:5]([C:7](=[N:12][O:13][CH3:14])[C:8]([O:10][CH3:11])=[O:9])[N:6]=1)=[O:18]. Procedure details: In 90 ml of N,N-dimethylacetamide is dissolved 21.5 g of methyl 2-(2-aminothiazol-4-yl)-2-methoxyiminoacetate (syn-isomer) and, under ice-cooling, 13.6 g of chloroacetyl chloride is added dropwise. The mixture is stirred under ice-cooling for 30 minutes and, then, at room temperature for 30 minutes, after which 500 ml of water is added. The mixture is extracted twice with ethyl acetate and the combined extract is washed with a 5% aqueous solution of sodium hydrogen carbonate and water in that or... Starting materials: C(C1=CC=CC=C1)N1C=NC(=C1)C(\C=C(\C(=O)OCC)/[O-])=O.[Li+] (lithium (Z)-4-(1-benzyl-1H-imidazol-4-yl)-1-ethoxy-1,4-dioxobut-2-en-2-olate), Cl.Cl.NN (hydrazine dihydrochloride). Procedure details: Into a suspension containing lithium (Z)-4-(1-benzyl-1H-imidazol-4-yl)-1-ethoxy-1,4-dioxobut-2-en-2-olate (3.0 g, 9.80 mmol) and ethanol (20 ml), hydrazine dihydrochloride (1.337 g, 12.74 mmol) was added and the resulting mixture was refluxed for 3 h with stirring. The mixture was allowed to cool to RT and the mixture was evaporated. The residue was suspended in ethanol, stirred and filtered. The precipitate was washed with cold ethanol and dried with vacuum at 40° C. 1H-NMR (400 MHz; d6-DMSO): ... RXN SMILES: [CH2:1]([N:8]1[CH:12]=[C:11]([C:13](=O)/[CH:14]=[C:15](\[O-])/[C:16]([O:18][CH2:19][CH3:20])=[O:17])[N:10]=[CH:9]1)[C:2]1[CH:7]=[CH:6][CH:5]=[CH:4][CH:3]=1.[Li+].Cl.Cl.[NH2:26][NH2:27]>C(O)C>[CH2:1]([N:8]1[CH:12]=[C:11]([C:13]2[CH:14]=[C:15]([C:16]([O:18][CH2:19][CH3:20])=[O:17])[NH:27][N:26]=2)[N:10]=[CH:9]1)[C:2]1[CH:7]=[CH:6][CH:5]=[CH:4][CH:3]=1 |f:0.1,2.3.4|. Run in C(C)O (ethanol). Product: C(C1=CC=CC=C1)N1C=NC(=C1)C1=NNC(=C1)C(=O)OCC (Ethyl 3-(1-benzyl-1H-imidazol-4-yl)-1H-pyrazole-5-carboxylate). Yields the product CC(=CCO)c1ccc(-c2cccc(Cl)c2Cl)cc1. The reactants are CC(C)C[AlH]CC(C)C, CCOC(=O)C=C(C)c1ccc(-c2cccc(Cl)c2Cl)cc1. As a reaction SMILES: [CH3:23][CH:24]([CH2:25][AlH:26][CH2:27][CH:28]([CH3:29])[CH3:30])[CH3:31].[Cl:1][c:2]1[c:3](-[c:9]2[cH:10][cH:11][c:12]([C:15](=[CH:16][C:17](=[O:18])[O:19][CH2:20][CH3:21])[CH3:22])[cH:13][cH:14]2)[cH:4][cH:5][cH:6][c:7]1[Cl:8]>>[Cl:1][c:2]1[c:3](-[c:9]2[cH:10][cH:11][c:12]([C:15](=[CH:16][CH2:17][OH:18])[CH3:22])[cH:13][cH:14]2)[cH:4][cH:5][cH:6][c:7]1[Cl:8]. Procedure details: The product of Example 67B (0.145 g, 0.464 mmol) and fumaric acid (54 mg, 0.464 mmol) were processed according to the procedure described in Example 66D to provide the title compound (0.155 g, 0.362 mmol, 78% yield). 1H NMR (CH3OH-d4, 300 MHz) δ2.05 (m, 1H), 2.35 (m, 1H), 3.26 (m, 1H), 3.35 (m, 3H), 3.43 (m, 2H), 3.50 (s, 3H), 3.84 (dd, J=11.5, 1.3 Hz, 1H), 4.39 (m, 1H), 4.44 (s, 2H), 6.68 (s, 2H), 7.26 (d, J=3.1 Hz, 1H), 7.74 (d, J=3.1 Hz, 1H); MS (DCI/NH3) m/z 313 (M+H-C4H4O4)+; Anal. calculat... RXN SMILES: [Br:1][C:2]1[N:7]=[CH:6][C:5]([N:8]2[CH2:15][C@@H:14]3[C@@H:10]([NH:11][CH2:12][CH2:13]3)[CH2:9]2)=[CH:4][C:3]=1[CH2:16][O:17][CH3:18].[C:19]([OH:26])(=[O:25])/[CH:20]=[CH:21]/[C:22]([OH:24])=[O:23]>>[C:19]([OH:26])(=[O:25])/[CH:20]=[CH:21]/[C:22]([OH:24])=[O:23].[Br:1][C:2]1[N:7]=[CH:6][C:5]([N:8]2[CH2:15][C@@H:14]3[C@@H:10]([NH:11][CH2:12][CH2:13]3)[CH2:9]2)=[CH:4][C:3]=1[CH2:16][O:17][CH3:18] |f:2.3|. Yields the product C(\C=C\C(=O)O)(=O)O.BrC1=C(C=C(C=N1)N1C[C@@H]2NCC[C@@H]2C1)COC ((3aR,6aR)-5-[6-bromo-5-(methoxymethyl)-3-pyridinyl]octahydropyrrolo[3,4-b]pyrrole fumarate). The yield is 78.0%. The reactants are BrC1=C(C=C(C=N1)N1C[C@@H]2NCC[C@@H]2C1)COC ((3aR,6aR)-5-[6-bromo-5-(methoxymethyl)-3-pyridinyl]octahydropyrrolo[3,4-b]pyrrole), C(\C=C\C(=O)O)(=O)O (fumaric acid). Starting materials: C(C)(C)(C)OC1=NC(=CC2=CC=CC=C12)Cl (1-t-butoxy-3-chloroisoquinoline). Run in C(=O)O (formic acid), O (H2O). Reaction conditions: time 20 hour. Yields the product ClC=1NC(C2=CC=CC=C2C1)=O (3-chloroisoquinolin-1(2H)-one). The yield is 78.8%. Reaction SMILES: C([O:5][C:6]1[C:15]2[C:10](=[CH:11][CH:12]=[CH:13][CH:14]=2)[CH:9]=[C:8]([Cl:16])[N:7]=1)(C)(C)C>C(O)=O.O>[Cl:16][C:8]1[NH:7][C:6](=[O:5])[C:15]2[C:10]([CH:9]=1)=[CH:11][CH:12]=[CH:13][CH:14]=2. Reported procedure: 0.5 g (2.12 mmol) of 1-t-butoxy-3-chloroisoquinoline from example 16.3 was dissolved in 5.0 ml of formic acid and stirred at room temperature for 20 h. The solution was then diluted with 10 ml of H2O, and the precipitated solid was filtered off through a glass frit, washed with 10 ml of H2O/formic acid (2:1) and dried under high vacuum. 0.30 g (1.67 mmol, 78.8%) of 3-chloroisoquinolin-1(2H)-one was obtained. The combined aqueous phases were concentrated to dryness under reduced pressure and the ... Starting materials: C(CCC)OC=1C=C2C(CC(OC2=CC1)(C)C)=O (6-butoxy-2,2-dimethylchroman-4-one), [Cl-].O[NH3+] (hydroxylammonium chloride), C(C)(=O)[O-].[Na+] (sodium acetate). Solvent: C(C)O (ethanol), O (water). Run at time 3 hour. Product: C(CCC)OC=1C=C2C(CC(OC2=CC1)(C)C)=NO (6-butoxy-2,2-dimethylchroman-4-one oxime). Yield: 100.4%. RXN SMILES: [CH2:1]([O:5][C:6]1[CH:7]=[C:8]2[C:13](=[CH:14][CH:15]=1)[O:12][C:11]([CH3:17])([CH3:16])[CH2:10][C:9]2=O)[CH2:2][CH2:3][CH3:4].[Cl-].[OH:20][NH3+:21].C([O-])(=O)C.[Na+]>C(O)C.O>[CH2:1]([O:5][C:6]1[CH:7]=[C:8]2[C:13](=[CH:14][CH:15]=1)[O:12][C:11]([CH3:17])([CH3:16])[CH2:10][C:9]2=[N:21][OH:20])[CH2:2][CH2:3][CH3:4] |f:1.2,3.4|. Procedure: A solution of 52.0 g (0.21 mol) of 6-butoxy-2,2-dimethylchroman-4-one in 420 ml of ethanol were added dropwise in 30 min to a solution of 43.7 g (0.628 mol) of hydroxylammonium chloride and 51.5 g (0.628 mol) of sodium acetate in 420 ml of water and the mixture was kept at 60° C. for 3 h. The oily product phase was separated off and the aqueous phase was extracted with methylene chloride. After drying the organic phases over magnesium sulfate and concentrating in vacuo, 55.5 g of 6-butoxy-2,2-di... Starting materials: CCc1nn(C2CCCC2)c(N)c1C#N, [NH4+], [OH-], O=S(=O)(O)O. Yields the product CCc1nn(C2CCCC2)c(N)c1C(N)=O. Reaction SMILES: [CH:6]1([n:11]2[n:12][c:13]([CH2:19][CH3:20])[c:14]([C:17]#[N:18])[c:15]2[NH2:16])[CH2:7][CH2:8][CH2:9][CH2:10]1.[NH4+:21].[OH-:22].[S:1]([OH:2])(=[O:3])(=[O:4])[OH:5]>>[O:2]=[C:17]([c:14]1[c:13]([CH2:19][CH3:20])[n:12][n:11]([CH:6]2[CH2:7][CH2:8][CH2:9][CH2:10]2)[c:15]1[NH2:16])[NH2:18]. The reactants are FC1=NC(=CC=C1)NC=O (2-Fluoro-6-formylaminopyridine), Cl (HCl), C(C)(=O)OCC (ethyl acetate), ClCC=O (chloroacetaldehyde). Run in C(C)O (ethanol). Conditions: time 1 hour. Product: FC1=CC=CC=2N1C=CN2 (5-fluoroimidazo[1,2-a]pyridine), product. Yield: 31.0%. RXN SMILES: [F:1][C:2]1[CH:7]=[CH:6][CH:5]=[C:4]([NH:8][CH:9]=O)[N:3]=1.Cl[CH2:12]C=O.Cl.C(OCC)(=O)C>C(O)C>[F:1][C:2]1[N:3]2[CH:12]=[CH:9][N:8]=[C:4]2[CH:5]=[CH:6][CH:7]=1. Procedure details: 2-Fluoro-6-formylaminopyridine (5 g) was dissolved in 50 mL of ethanol. To the solution was added 23.5 mL (4 equivalents) of 40% chloroacetaldehyde. The mixture was stirred for one hour under reflux. The reaction mixture was gradually cooled to room temperature, to which were added a 1N—HCl aqueous solution (100 mL) and ethyl acetate (100 mL). The ethyl acetate solution was subjected to extraction with a 1N—HCl aqueous solution (100 mL×2). The aqueous solutions were combined, to which was added ... Starting materials: [Br-], OC1=NCCc2cc(Br)ccc21, COC(C)(C)C, BrCCc1ccccc1, CCCC[N+](CCCC)(CCCC)CCCC, Cc1ccccc1, [Na+], [OH-]. Product: O=C1c2ccc(Br)cc2CCN1CCc1ccccc1. RXN SMILES: [Br-:24].[Br:1][c:2]1[cH:3][c:4]2[c:9]([cH:10][cH:11]1)[C:8]([OH:12])=[N:7][CH2:6][CH2:5]2.[C:49]([O:50][CH3:51])([CH3:52])([CH3:53])[CH3:54].[CH2:13]([CH2:14][c:15]1[cH:16][cH:17][cH:18][cH:19][cH:20]1)[Br:21].[CH3:25][CH2:26][CH2:27][CH2:28][N+:29]([CH2:30][CH2:31][CH2:32][CH3:33])([CH2:34][CH2:35][CH2:36][CH3:37])[CH2:38][CH2:39][CH2:40][CH3:41].[CH3:42][c:43]1[cH:44][cH:45][cH:46][cH:47][cH:48]1.[Na+:23].[OH-:22]>>[Br:1][c:2]1[cH:3][c:4]2[c:9]([cH:10][cH:11]1)[C:8](=[O:12])[N:7]([CH2:13][CH2:14][c:15]1[cH:16][cH:17][cH:18][cH:19][cH:20]1)[CH2:6][CH2:5]2.